Dataset: the Open Reaction Database (ORD), a public repository of structured organic reaction records. Task: describe an organic reaction: reactants, conditions, products, and yield Starting materials: [H-].[Na+] (NaH), BrC=1C=C(C=CC1)O (3-bromophenol), O (water), BrCC1OC1 (2-(bromomethyl)oxirane). Solvent: CN(C)C=O (DMF). Reaction conditions: temperature 20 celsius, time 16 hour. Product: BrC=1C=C(OCC2OC2)C=CC1 (2-((3-bromophenoxy)methyl)oxirane). Yield: 113.3%. Reaction SMILES: [H-].[Na+].[Br:3][C:4]1[CH:5]=[C:6]([OH:10])[CH:7]=[CH:8][CH:9]=1.Br[CH2:12][CH:13]1[CH2:15][O:14]1.O>CN(C=O)C>[Br:3][C:4]1[CH:5]=[C:6]([CH:7]=[CH:8][CH:9]=1)[O:10][CH2:12][CH:13]1[CH2:15][O:14]1 |f:0.1|. Procedure: To a solution of compound NaH (416.2 mg, 17.34 mmol) in DMF (10 mL) was added 3-bromophenol (1.0 g, 5.78 mmol) at 20° C. After addition the solution was stirred for 5 minutes at this temperature before the addition of 2-(bromomethyl)oxirane (1.2 g, 8.67 mmol). The reaction mixture was stirred for 16 h at 20° C. Once complete the reaction mixture was treated with water (50 mL) and extracted with EA (2×20 mL) and the organic layers combined and washed with NaHCO3, brine (30 mL), dried over Na2SO4 ... Reactants: C(#N)C(C(=O)OCC)(CCCCCC)C1=C(C(=CC=C1)SC1=C(C=CC=C1)C)OC (ethyl 2-cyano-2-[2-methoxy-3-(o-tolylthio)phenyl]octanoate), C(C)(=O)O (acetic acid). Solvent: I (hydriodic acid). Product: C(CCCCC)C1C(OC2=C1C=CC=C2SC2=C(C=CC=C2)C)=O (3-n-hexyl-7-(o-tolylthio)-2,3-dihydrobenzofuran-2-one). As a reaction SMILES: C([C:3]([C:15]1[CH:20]=[CH:19][CH:18]=[C:17]([S:21][C:22]2[CH:27]=[CH:26][CH:25]=[CH:24][C:23]=2[CH3:28])[C:16]=1OC)([CH2:9][CH2:10][CH2:11][CH2:12][CH2:13]C)[C:4]([O:6]CC)=[O:5])#N.[C:31](O)(=O)C>I>[CH2:9]([CH:3]1[C:15]2[CH:20]=[CH:19][CH:18]=[C:17]([S:21][C:22]3[CH:27]=[CH:26][CH:25]=[CH:24][C:23]=3[CH3:28])[C:16]=2[O:6][C:4]1=[O:5])[CH2:10][CH2:11][CH2:12][CH2:13][CH3:31]. Reported procedure: A solution of ethyl 2-cyano-2-[2-methoxy-3-(o-tolylthio)phenyl]octanoate (5 g) in hydriodic acid (58%, 20 ml) and acetic acid (40 ml) was refluxed under heating for 24 hours. The reaction mixture was treated in a similar manner to that of Example 31-(7) to give oily 3-n-hexyl-7-(o-tolylthio)-2,3-dihydrobenzofuran-2-one (1.7 g). The reactants are FC=1C=CC(=C(C1)C(CC(CN1C=CC(C2=CC=CC=C12)=O)(C(F)(F)F)O)(C)C)OC (1-[4-(5-fluoro-2-methoxyphenyl)-2-hydroxy-4-methyl-2-trifluoromethylpentyl]-1H-quinolin-4-one), C([O-])([O-])=O.[K+].[K+] (potassium carbonate). The solvent is C(C)OCC (diethyl ether), CN(C)C=O (DMF). Run at temperature 120 celsius. The product is FC=1C=CC(=C(C1)C(CC(CN1C=CC(C2=CC=CC=C12)=O)=O)(C)C)OC (1-[4-(5-fluoro-2-methoxyphenyl)-4-methyl-2-oxopentyl]-1H-quinolin-4-one). The yield is 56.7%. Reaction SMILES: [F:1][C:2]1[CH:3]=[CH:4][C:5]([O:30][CH3:31])=[C:6]([C:8]([CH3:29])([CH3:28])[CH2:9][C:10]([OH:27])(C(F)(F)F)[CH2:11][N:12]2[C:21]3[C:16](=[CH:17][CH:18]=[CH:19][CH:20]=3)[C:15](=[O:22])[CH:14]=[CH:13]2)[CH:7]=1.C(=O)([O-])[O-].[K+].[K+]>CN(C=O)C.C(OCC)C>[F:1][C:2]1[CH:3]=[CH:4][C:5]([O:30][CH3:31])=[C:6]([C:8]([CH3:29])([CH3:28])[CH2:9][C:10](=[O:27])[CH2:11][N:12]2[C:21]3[C:16](=[CH:17][CH:18]=[CH:19][CH:20]=3)[C:15](=[O:22])[CH:14]=[CH:13]2)[CH:7]=1 |f:1.2.3|. Procedure: To a solution of 1-[4-(5-fluoro-2-methoxyphenyl)-2-hydroxy-4-methyl-2-trifluoromethylpentyl]-1H-quinolin-4-one (2.25 g, 5.14 mmol) in DMF (40 mL) was added potassium carbonate (2.13 g, 15.4 mmol) followed by heating to 120° C. in a sealed reaction vessel for 14 hours. The solution was diluted with 300 mL of diethyl ether, washed with one 200 mL portion of saturated aqueous sodium bicarbonate, three 100 mL portions of water, one 100 mL portion of brine, dried over anhydrous sodium sulfite (Na2SO3... Starting materials: CC(NC(=O)OCc1ccccc1)C(=O)O, C1CCNC1, ClCCCl, CCOC(C)=O, ClCCl, On1nnc2cccnc21. Yields the product CC(NC(=O)OCc1ccccc1)C(=O)N1CCCC1. As a reaction SMILES: [C:6](=[O:7])([O:8][CH2:9][c:10]1[cH:11][cH:12][cH:13][cH:14][cH:15]1)[NH:16][CH:17]([CH3:18])[C:19](=[O:20])[OH:21].[CH2:1]1[CH2:2][CH2:3][NH:4][CH2:5]1.[CH2:32]([Cl:33])[CH2:34][Cl:35].[CH3:39][CH2:40][O:41][C:42]([CH3:43])=[O:44].[Cl:36][CH2:37][Cl:38].[OH:22][n:23]1[c:24]2[n:25][cH:26][cH:27][cH:28][c:29]2[n:30][n:31]1>>[CH2:1]1[CH2:2][CH2:3][N:4]([C:19]([CH:17]([NH:16][C:6](=[O:7])[O:8][CH2:9][c:10]2[cH:11][cH:12][cH:13][cH:14][cH:15]2)[CH3:18])=[O:20])[CH2:5]1. RXN SMILES: [C:1]([O:7][CH3:8])(=[O:6])[CH2:2][C:3]([CH3:5])=[O:4].C([N-]C(C)C)(C)C.[Li+].[CH:17](=[O:23])[CH:18]=[CH:19][CH:20]=[CH:21][CH3:22]>C1COCC1>[OH:4][CH:3]([CH2:5][C:17](=[O:23])[CH:18]=[CH:19][CH:20]=[CH:21][CH3:22])[CH2:2][C:1]([O:7][CH3:8])=[O:6] |f:1.2|. Procedure: To a cold (-30° C.) solution of methyl acetoacetate (41.5 g, 357 mmol) in THF (500 mL) was added lithium diisopropylamide (476 mL, 1.5M solution in cyclohexane, 714 mmol). The resultant solution was stirred for 15 minutes at -30° C. After cooling to -78° C., 2,4-hexadienal (34.3 g, 357 mmol) was added and the solution stirred for 10 minutes at -78° C. and for 16 hours at ambient temperature. The solution was concentrated under reduced pressure and the residual syrup was partitioned between 1N HC... The reactants are C(CC(=O)C)(=O)OC (methyl acetoacetate), C(C)(C)[N-]C(C)C.[Li+] (lithium diisopropylamide), C(C=CC=CC)=O (2,4-hexadienal), resultant solution. Run in C1CCOC1 (THF). Reaction conditions: temperature -78 celsius, time 16 hour. Product: OC(CC(=O)OC)CC(C=CC=CC)=O (Methyl 3-hydroxy-5-oxo-6,8-decadienoate). The yield is 24.4%. Reactants: SQ 30,741, parabens, C(CCCCCCCCC(=O)OCCCC)(=O)OCCCC (dibutyl sebacate), Polysorbate 60, C(CCCCCCCCCCCCCCC)O (cetyl alcohol), sodium carboxymethyl cellulose. As a reaction SMILES: C(OCCCC)(=O)CC[CH2:4][CH2:5][CH2:6][CH2:7][CH2:8][CH2:9][C:10]([O:12][CH2:13][CH2:14][CH2:15]C)=[O:11].C([OH:39])CCCCCCCCCCCCCCC>O>[CH2:13]([O:12][C:10]([C:9]1[CH:4]=[CH:5][C:6]([OH:39])=[CH:7][CH:8]=1)=[O:11])[CH2:14][CH3:15]. The solvent is O (Water), O (water). Reported procedure: The SQ 30,741 and parabens are mixed with dibutyl sebacate with gentle heat, not over 50° C., and melted together and Polysorbate 60 and cetyl alcohol added. Water is heated to 80° C. to dissolve the sodium carboxymethyl cellulose forming an aqueous phase which is added with vigorous agitation to the oil phase to emulsify. Agitation is continued until the temperature drops down to 48° C. Sufficient 50° C. water is added to make 100 gm. Mixing is continued at a slow rate to congeal the mixture, u... The product is C(CC)OC(=O)C1=CC=C(O)C=C1 (Propylparaben). Starting materials: CN1C=C(C2=CC(=CC=C12)[N+](=O)[O-])CC#N (1-methyl-5-nitroindole-3-acetonitrile). Reagents/catalysts: [Pd] (Pd/C). Run in C1CCOC1 (THF). Reaction conditions: time 6 hour. Product: CN1C=C(C2=CC(=CC=C12)N)CC#N (1-Methyl-5-aminoindole-3-acetonitrile). The yield is 94.8%. RXN SMILES: [CH3:1][N:2]1[C:10]2[C:5](=[CH:6][C:7]([N+:11]([O-])=O)=[CH:8][CH:9]=2)[C:4]([CH2:14][C:15]#[N:16])=[CH:3]1>C1COCC1.[Pd]>[CH3:1][N:2]1[C:10]2[C:5](=[CH:6][C:7]([NH2:11])=[CH:8][CH:9]=2)[C:4]([CH2:14][C:15]#[N:16])=[CH:3]1. Procedure: To a solution of 8.9 g (0.041 mole) of 1-methyl-5-nitroindole-3-acetonitrile in 600 ml of THF was added 3 g of 10% Pd/C. The mixture was hydrogenated in a Parr apparatus at 50 psi for 6 hours. The resulting mixture was filtered through celite treated with charcoal and filtered again through celite. The solvent was removed in vacuo leaving 7.2 g of the tan solid. This material was used directly without purification for the next step. Starting materials: CCN=C=NCCCN(C)C, Cc1ncn(-c2cccc(N)c2)c1C, CN(C)c1ccncc1, ClCCl, Cl, O=C(O)c1cccc2c1Cc1ccccc1-2. The product is Cc1ncn(-c2cccc(NC(=O)c3cccc4c3Cc3ccccc3-4)c2)c1C. Reaction SMILES: [CH2:32]([N:33]=[C:34]=[N:35][CH2:36][CH2:37][CH2:38][N:39]([CH3:40])[CH3:41])[CH3:42].[CH3:17][c:18]1[n:19][cH:20][n:21](-[c:24]2[cH:25][c:26]([NH2:27])[cH:28][cH:29][cH:30]2)[c:22]1[CH3:23].[CH3:46][N:47]([CH3:48])[c:49]1[cH:50][cH:51][n:52][cH:53][cH:54]1.[Cl:43][CH2:44][Cl:45].[ClH:31].[c:1]1([C:14](=[O:15])[OH:16])[cH:2][cH:3][cH:4][c:5]2[c:13]1[CH2:12][c:11]1[c:6]-2[cH:7][cH:8][cH:9][cH:10]1>>[c:1]1([C:14](=[O:15])[NH:27][c:26]2[cH:25][c:24](-[n:21]3[cH:20][n:19][c:18]([CH3:17])[c:22]3[CH3:23])[cH:30][cH:29][cH:28]2)[cH:2][cH:3][cH:4][c:5]2[c:13]1[CH2:12][c:11]1[c:6]-2[cH:7][cH:8][cH:9][cH:10]1.